This data is from the Open Reaction Database (ORD), a public repository of structured organic reaction records. The task is: describe an organic reaction: reactants, conditions, products, and yield The reactants are [H-].[Na+] (sodium hydride), oil, O(C1=CC=CC=C1)CCO (2-phenoxyethanol), ClC1=NC(=CC(=C1)C(Cl)(Cl)Cl)Cl (2,6-dichloro-4-(trichloromethyl)pyridine). Solvent: O (water). The product is ClC1=NC(=CC(=C1)C(Cl)(Cl)Cl)OCCOC1=CC=CC=C1 (2-Chloro-6-(2-phenoxyethoxy)-4-(trichloromethyl)pyridine). As a reaction SMILES: [H-].[Na+].[O:3]([CH2:10][CH2:11][OH:12])[C:4]1[CH:9]=[CH:8][CH:7]=[CH:6][CH:5]=1.[Cl:13][C:14]1[CH:19]=[C:18]([C:20]([Cl:23])([Cl:22])[Cl:21])[CH:17]=[C:16](Cl)[N:15]=1>O>[Cl:13][C:14]1[CH:19]=[C:18]([C:20]([Cl:21])([Cl:22])[Cl:23])[CH:17]=[C:16]([O:12][CH2:11][CH2:10][O:3][C:4]2[CH:9]=[CH:8][CH:7]=[CH:6][CH:5]=2)[N:15]=1 |f:0.1|. Procedure: A solution was prepared by dissolving 5.28 grams (0.11 mole) of sodium hydride (as a 50 percent oil mixture) in 15.20 grams (0.11 mole) of 2-phenoxyethanol. To this solution was added, over a 30 minute period, 26.54 grams (0.1 mole) of 2,6-dichloro-4-(trichloromethyl)pyridine. The mixture was heated and refluxed for 4 hours. The reaction mixture was diluted with 700 ml of water and extracted with methylene chloride. The extract was washed with water, dried with sodium sulfate and filtered. The m...